From a dataset of the Open Reaction Database (ORD), a public repository of structured organic reaction records. describe an organic reaction: reactants, conditions, products, and yield Reactants: [Mg] (magnesium), C(C(C)C)OS(=O)(=O)C1=CC=C(C=C1)C (toluene-4-sulfonic acid isobutyl ester), BrC=1SC=CC1C (2-bromo-3-methylthiophene). Solvent: C(C)OCC (diethyl ether), C(C)OCC (diethyl ether), C(C)OCC (diethyl ether). Product: C(C(C)C)C=1SC=CC1C (2-Isobutyl-3-methyl-thiophene). Isolated yield 48.0%. Reaction SMILES: Br[C:2]1[S:3][CH:4]=[CH:5][C:6]=1[CH3:7].[Mg].[CH2:9](OS(C1C=CC(C)=CC=1)(=O)=O)[CH:10]([CH3:12])[CH3:11]>C(OCC)C>[CH2:9]([C:2]1[S:3][CH:4]=[CH:5][C:6]=1[CH3:7])[CH:10]([CH3:12])[CH3:11]. Reported procedure: A part of a solution containing 2-bromo-3-methylthiophene (1.5 g, 8.5 mmol) in dry diethyl ether is added drop-wise to a suspension of magnesium (308 mg, 12.7 mmol, 1.5 equiv.) in dry diethyl ether until the mixture starts to reflux. The remaining solution is added dropwise. A solution of toluene-4-sulfonic acid isobutyl ester (2.9 g, 12.7 mmol, 1.5 equiv.) in dry diethyl ether is added dropwise at room temp., then the mixture is further refluxed for two hours. After cooling to room temp., the m... Reactants: ClCCl, CCOC(=O)CC1CCCc2c1n(Cc1ccc(Cl)cc1)c1ccc(SC)cc21, O=C(OO)c1cccc(Cl)c1. Yields the product CCOC(=O)CC1CCCc2c1n(Cc1ccc(Cl)cc1)c1ccc(S(C)=O)cc21. Reaction SMILES: [CH2:41]([Cl:42])[Cl:43].[Cl:1][c:2]1[cH:3][cH:4][c:5]([CH2:6][n:7]2[c:8]3[cH:9][cH:10][c:11]([S:26][CH3:27])[cH:12][c:13]3[c:14]3[c:19]2[CH:18]([CH2:20][C:21](=[O:22])[O:23][CH2:24][CH3:25])[CH2:17][CH2:16][CH2:15]3)[cH:28][cH:29]1.[Cl:30][c:31]1[cH:32][cH:33][cH:34][c:35]([C:36]([O:37][OH:39])=[O:38])[cH:40]1>>[Cl:1][c:2]1[cH:3][cH:4][c:5]([CH2:6][n:7]2[c:8]3[cH:9][cH:10][c:11]([S:26]([CH3:27])=[O:38])[cH:12][c:13]3[c:14]3[c:19]2[CH:18]([CH2:20][C:21](=[O:22])[O:23][CH2:24][CH3:25])[CH2:17][CH2:16][CH2:15]3)[cH:28][cH:29]1. Starting materials: C(C)OC(C(C(=O)OCC)=O)=O (Di-ethylketomalonate), C(C1=CC=CC=C1)ON (O-benzylhydroxylamine). Solvent: IMS, N1=CC=CC=C1 (pyridine). Reaction conditions: temperature 75 celsius. Product: C(C1=CC=CC=C1)ON=C(C(=O)OCC)C(=O)OCC (Diethyl 2-[(benzyloxy)imino]malonate). Yield: 99.0%. As a reaction SMILES: [CH2:1]([O:3][C:4](=[O:12])[C:5](=O)[C:6]([O:8][CH2:9][CH3:10])=[O:7])[CH3:2].[CH2:13]([O:20][NH2:21])[C:14]1[CH:19]=[CH:18][CH:17]=[CH:16][CH:15]=1>N1C=CC=CC=1>[CH2:13]([O:20][N:21]=[C:5]([C:4]([O:3][CH2:1][CH3:2])=[O:12])[C:6]([O:8][CH2:9][CH3:10])=[O:7])[C:14]1[CH:19]=[CH:18][CH:17]=[CH:16][CH:15]=1. Reported procedure: Di-ethylketomalonate (60 g) was added at 20° C. to a stirred suspension of O-benzylhydroxylamine (57.8 g) in IMS (500 ml) containing pyridine (30 ml). The reaction was heated at 75° C. for 4 hr. The reaction was cooled and solvents removed under reduced pressure. The residue was partitioned between EtOAc (500 ml) and water (300 ml) and the organic layer separated, washed with water (250 ml) and dried over MgSO4. Solvents were evaporated to give the title compound 95.3 g, as a colourless oil (99%... The product is CN(C)CC(CC(=O)OCc1ccccc1)NS(=O)(=O)c1ccc(C#Cc2ccccc2)s1. RXN SMILES: [Br:1][c:2]1[cH:3][cH:4][c:5]([S:7](=[O:8])(=[O:9])[NH:10][CH:11]([CH2:12][C:13](=[O:14])[O:15][CH2:16][c:17]2[cH:18][cH:19][cH:20][cH:21][cH:22]2)[CH2:23][N:24]([CH3:25])[CH3:26])[s:6]1.[C:27](#[CH:28])[c:29]1[cH:30][cH:31][cH:32][cH:33][cH:34]1>>[c:2]1([C:28]#[C:27][c:29]2[cH:30][cH:31][cH:32][cH:33][cH:34]2)[cH:3][cH:4][c:5]([S:7](=[O:8])(=[O:9])[NH:10][CH:11]([CH2:12][C:13](=[O:14])[O:15][CH2:16][c:17]2[cH:18][cH:19][cH:20][cH:21][cH:22]2)[CH2:23][N:24]([CH3:25])[CH3:26])[s:6]1. Reactants: CN(C)CC(CC(=O)OCc1ccccc1)NS(=O)(=O)c1ccc(Br)s1, C#Cc1ccccc1. Starting materials: ClCCl, C=Cc1cccc(NS(=O)(=O)c2ccc(-c3ccc(F)cc3F)cc2)c1, O. Yields the product O=S(=O)(Nc1cccc(C2CO2)c1)c1ccc(-c2ccc(F)cc2F)cc1. Reaction SMILES: [Cl:28][CH2:29][Cl:30].[F:1][c:2]1[c:3](-[c:9]2[cH:10][cH:11][c:12]([S:15](=[O:16])(=[O:17])[NH:18][c:19]3[cH:20][c:21]([CH:25]=[CH2:26])[cH:22][cH:23][cH:24]3)[cH:13][cH:14]2)[cH:4][cH:5][c:6]([F:8])[cH:7]1.[OH2:27]>>[F:1][c:2]1[c:3](-[c:9]2[cH:10][cH:11][c:12]([S:15](=[O:16])(=[O:17])[NH:18][c:19]3[cH:20][c:21]([CH:25]4[CH2:26][O:27]4)[cH:22][cH:23][cH:24]3)[cH:13][cH:14]2)[cH:4][cH:5][c:6]([F:8])[cH:7]1. The reactants are COC=1C=C(C=CC1)S(=O)(=O)S(=O)(=O)Cl (3-methoxybenzenesulphonyl sulphonyl chloride), solution, M-butyllithium, N1C(CCC1)=O (2-pyrrolidinone). Solvent: O1CCCC1 (tetrahydrofuran), CCCCCC (hexane), O1CCCC1 (tetrahydrofuran). Run at temperature -25 celsius, time 30 minute. Product: COC=1C=C(C=CC1)S(=O)(=O)N1C(CCC1)=O (1-(3-methoxybenzenesulphonyl)-2-pyrrolidinone). Yield: 68.7%. As a reaction SMILES: [NH:1]1[CH2:5][CH2:4][CH2:3][C:2]1=[O:6].[CH3:7][O:8][C:9]1[CH:10]=[C:11]([S:15](S(Cl)(=O)=O)(=[O:17])=[O:16])[CH:12]=[CH:13][CH:14]=1>CCCCCC.O1CCCC1>[CH3:7][O:8][C:9]1[CH:10]=[C:11]([S:15]([N:1]2[CH2:5][CH2:4][CH2:3][C:2]2=[O:6])(=[O:17])=[O:16])[CH:12]=[CH:13][CH:14]=1. Procedure details: 15.75 cm3 of a 1.6M solution of M-butyllithium in hexane is added to 2.22 g of 2-pyrrolidinone in solution in 80 cm3 of tetrahydrofuran and cooled to -25° C., the temperature being maintained between -25° C. and -20° C. After agitation for 30 minutes at -25° C., a solution of 5.40 g of 3-methoxybenzenesulphonyl sulphonyl chloride [J. Chem. Soc. P.T.2., 579 (1982)] in 40 cm3 of tetrahydrofuran is poured drop by drop into the mixture, operating between -25° C. and -20° C. After agitation for 30 mi... RXN SMILES: [Cl-].C[O:3]CP(C1C=CC=CC=1)(C1C=CC=CC=1)C1C=CC=CC=1.C[Si]([N-][Si](C)(C)C)(C)C.[Na+].[CH3:34][C@H:35]1[CH2:40][C:39](=O)[CH2:38][CH2:37][O:36]1.[CH2:42]1[CH2:46][O:45]C[CH2:43]1>>[CH3:34][C@H:35]1[CH2:40][CH:39](/[CH:43]=[CH:42]/[C:46]([OH:45])=[O:3])[CH2:38][CH2:37][O:36]1 |f:0.1,2.3|. Procedure details: To a suspension of (methoxymethyl)triphenyl phosphine chloride (32 g) in anhydrous THF (160 ml), cooled to −10° C., was added dropwise sodium bis(trimethylsilyl) amide (46.7 ml of 2M solution in THF). The reaction mixture was stirred for 1 hour and then a solution of (2S)-2-methyltetrahydro-4H-pyran-4-one (7.1 g) in anhydrous THF (20 ml) was added over 5 minutes. The resulting mixture was allowed to warm to room temperature and stirred for 3 hours. The reaction was quenched with water (50 ml) an... Yields the product C[C@@H]1OCCC(C1)/C=C/C(=O)O ((2E)-3-[(2S)-2-methyltetrahydro-2H-pyran-4-yl]acrylic acid). Reactants: C[Si](C)(C)[N-][Si](C)(C)C.[Na+] (sodium bis(trimethylsilyl) amide), [Cl-].COCP(C1=CC=CC=C1)(C1=CC=CC=C1)C1=CC=CC=C1 ((methoxymethyl)triphenyl phosphine chloride), C1CCOC1 (THF), C[C@@H]1OCCC(C1)=O ((2S)-2-methyltetrahydro-4H-pyran-4-one), C1CCOC1 (THF). Conditions: temperature -10 celsius, time 1 hour. Reactants: CC1(OCCO1)C=1N=C(SC1)CN1N=C(C=C1)N (1-[4-(2-methyl-[1,3]dioxolan-2-yl)-thiazol-2-ylmethyl]-1H-pyrazol-3-ylamine), CC=1OC(=C(N1)C(=O)O)C1=CC=CC=C1 (2-methyl-5-phenyl-oxazole-4-carboxylic acid). Product: C(C)(=O)C=1N=C(SC1)CN1N=C(C=C1)NC(=O)C=1N=C(OC1C1=CC=CC=C1)C (2-Methyl-5-phenyl-oxazole-4-carboxylic acid [1-(4-acetyl-thiazol-2-ylmethyl)-1H-pyrazol-3-yl]-amide). RXN SMILES: [CH3:1][C:2]1([C:7]2[N:8]=[C:9]([CH2:12][N:13]3[CH:17]=[CH:16][C:15]([NH2:18])=[N:14]3)[S:10][CH:11]=2)[O:6]CCO1.[CH3:19][C:20]1[O:21][C:22]([C:28]2[CH:33]=[CH:32][CH:31]=[CH:30][CH:29]=2)=[C:23]([C:25](O)=[O:26])[N:24]=1>>[C:2]([C:7]1[N:8]=[C:9]([CH2:12][N:13]2[CH:17]=[CH:16][C:15]([NH:18][C:25]([C:23]3[N:24]=[C:20]([CH3:19])[O:21][C:22]=3[C:28]3[CH:29]=[CH:30][CH:31]=[CH:32][CH:33]=3)=[O:26])=[N:14]2)[S:10][CH:11]=1)(=[O:6])[CH3:1]. Procedure details: Following general procedure B followed by C, starting from 1-[4-(2-methyl-[1,3]dioxolan-2-yl)-thiazol-2-ylmethyl]-1H-pyrazol-3-ylamine and 2-methyl-5-phenyl-oxazole-4-carboxylic acid. LC-MS-conditions 05: tR=0.87 min; [M+H]+=408.12.